describe an organic reaction: reactants, conditions, products, and yield From a dataset of the Open Reaction Database (ORD), a public repository of structured organic reaction records. The reactants are BrC=1C(=CC2=C(C=3N(C4CC2C4)C(=C(N3)C(=O)N)C=O)C1)F (10-bromo-9-fluoro-3-formyl-6,7-dihydro-5H-5,7-methanobenzo[c]imidazo[1,2-a]azepine-2-carboxamide), N1CCCC1 (pyrrolidine), 9-fluoro-10-(3-hydroxy-3-methyl-but-1-ynyl)-3-[(4-methylpiperazin-1-yl)methyl]-5,6,7,12-tetrahydro-5,7-methanobenzo[c]imidazo[1,2-a]azepine-2-carboxamide. The product is BrC=1C(=CC2=C(C=3N(C4CC2C4)C(=C(N3)C(=O)N)CN3CCCC3)C1)F (10-bromo-9-fluoro-3-(pyrrolidin-1-ylmethyl)-6,7-dihydro-5H-5,7-methanobenzo[c]imidazo[1,2-a]azepine-2-carboxamide). As a reaction SMILES: [Br:1][C:2]1[C:3]([F:22])=[CH:4][C:5]2[CH:11]3[CH2:12][CH:9]([CH2:10]3)[N:8]3[C:13]([CH:19]=O)=[C:14]([C:16]([NH2:18])=[O:17])[N:15]=[C:7]3[C:6]=2[CH:21]=1.[NH:23]1[CH2:27][CH2:26][CH2:25][CH2:24]1>>[Br:1][C:2]1[C:3]([F:22])=[CH:4][C:5]2[CH:11]3[CH2:10][CH:9]([CH2:12]3)[N:8]3[C:13]([CH2:19][N:23]4[CH2:27][CH2:26][CH2:25][CH2:24]4)=[C:14]([C:16]([NH2:18])=[O:17])[N:15]=[C:7]3[C:6]=2[CH:21]=1. Reported procedure: 10-bromo-9-fluoro-3-formyl-6,7-dihydro-5H-5,7-methanobenzo[c]imidazo[1,2-a]azepine-2-carboxamide (75 mg) was reacted with pyrrolidine similarly to as described in the synthesis of 9-fluoro-10-(3-hydroxy-3-methyl-but-1-ynyl)-3-[(4-methylpiperazin-1-yl)methyl]-5,6,7,12-tetrahydro-5,7-methanobenzo[c]imidazo[1,2-a]azepine-2-carboxamide to afford 10-bromo-9-fluoro-3-(pyrrolidin-1-ylmethyl)-6,7-dihydro-5H-5,7-methanobenzo[c]imidazo[1,2-a]azepine-2-carboxamide which was directly reacted with 2-Methyl-3... The reactants are C(C)(=O)N1C(C(C2=CC(=CC=C12)[N+](=O)[O-])=C(C1=CC=CC=C1)OCC)=O (1-acetyl-3-(1-ethoxy-1-phenyl-methylidene)-5-nitro-2-indolinone), CN1CCN(CC1)CC(=O)N(C)C1=CC=C(N)C=C1 (4-[N—(N-methylpiperazinomethylcarbonyl)-N-methyl-amino]-aniline), [OH-].[Na+] (sodium hydroxide). The solvent is CN(C)C=O (DMF), CO (methanol). Product: CN1CCN(CC1)CC(=O)N(C)C1=CC=C(C=C1)N\C(\C1=CC=CC=C1)=C\1/C(NC2=CC=C(C=C12)[N+](=O)[O-])=O ((Z)-3-{-[4-(N—(N-methylpiperazinomethylcarbonyl)-N-methyl-amino)-phenylamino]-1-phenyl-methylidene}-5-nitro-2-indolinone). RXN SMILES: C([N:4]1[C:12]2[C:7](=[CH:8][C:9]([N+:13]([O-:15])=[O:14])=[CH:10][CH:11]=2)[C:6](=[C:16](OCC)[C:17]2[CH:22]=[CH:21][CH:20]=[CH:19][CH:18]=2)[C:5]1=[O:26])(=O)C.[CH3:27][N:28]1[CH2:33][CH2:32][N:31]([CH2:34][C:35]([N:37]([C:39]2[CH:45]=[CH:44][C:42]([NH2:43])=[CH:41][CH:40]=2)[CH3:38])=[O:36])[CH2:30][CH2:29]1.[OH-].[Na+]>CN(C=O)C.CO>[CH3:27][N:28]1[CH2:33][CH2:32][N:31]([CH2:34][C:35]([N:37]([C:39]2[CH:40]=[CH:41][C:42]([NH:43]/[C:16](=[C:6]3\[C:5](=[O:26])[NH:4][C:12]4[C:7]\3=[CH:8][C:9]([N+:13]([O-:15])=[O:14])=[CH:10][CH:11]=4)/[C:17]3[CH:22]=[CH:21][CH:20]=[CH:19][CH:18]=3)=[CH:44][CH:45]=2)[CH3:38])=[O:36])[CH2:30][CH2:29]1 |f:2.3|. Reported procedure: Prepared analogously to Example 82 from 1-acetyl-3-(1-ethoxy-1-phenyl-methylidene)-5-nitro-2-indolinone and 4-[N—(N-methylpiperazinomethylcarbonyl)-N-methyl-amino]-aniline in DMF and subsequent treatment with sodium hydroxide solution in methanol. Starting materials: CCO, [H][H], Cc1ccc(O)c([N+](=O)[O-])n1. The product is Cc1ccc(O)c(N)n1. RXN SMILES: [CH3:14][CH2:15][OH:16].[H:12][H:13].[OH:1][c:2]1[c:3]([N+:9]([O-:10])=[O:11])[n:4][c:5]([CH3:8])[cH:6][cH:7]1>>[OH:1][c:2]1[c:3]([NH2:9])[n:4][c:5]([CH3:8])[cH:6][cH:7]1. Starting materials: O=C(Cl)C(=O)Cl, COC(=O)c1cccc2cc(CC(=O)O)ccc12, ClCCl, CN(C)C=O. The product is COC(=O)c1cccc2cc(CC(=O)Cl)ccc12. As a reaction SMILES: [C:6]([C:7](=[O:8])[Cl:9])([Cl:10])=[O:11].[CH3:12][O:13][C:14](=[O:15])[c:16]1[cH:17][cH:18][cH:19][c:20]2[cH:21][c:22]([CH2:26][C:27]([OH:28])=[O:29])[cH:23][cH:24][c:25]12.[Cl:30][CH2:31][Cl:32].[O:1]=[CH:2][N:3]([CH3:4])[CH3:5]>>[CH2:6]([C:7](=[O:8])[Cl:9])[c:22]1[cH:21][c:20]2[cH:19][cH:18][cH:17][c:16]([C:14]([O:13][CH3:12])=[O:15])[c:25]2[cH:24][cH:23]1. The reactants are O (water), COC([C@H](CC1CC1)NC(=O)C1=NC(=C(C=C1)C1CC1)OCC1CC1)=O ((S)-3-Cyclopropyl-2-[(5-cyclopropyl-6-cyclopropylmethoxy-pyridine-2-carbonyl)-amino]-propionic acid methyl ester), O (water), O.[OH-].[Li+] (lithium hydroxide monohydrate), Cl (HCl). The solvent is C1CCOC1 (THF). Reaction conditions: time 3 hour. Product: C1(CC1)C[C@@H](C(=O)O)NC(=O)C1=NC(=C(C=C1)C1CC1)OCC1CC1 ((S)-3-Cyclopropyl-2-[(5-cyclopropyl-6-cyclopropylmethoxy-pyridine-2-carbonyl)-amino]-propionic acid). Isolated yield 89.3%. As a reaction SMILES: C[O:2][C:3](=[O:26])[C@@H:4]([NH:9][C:10]([C:12]1[CH:17]=[CH:16][C:15]([CH:18]2[CH2:20][CH2:19]2)=[C:14]([O:21][CH2:22][CH:23]2[CH2:25][CH2:24]2)[N:13]=1)=[O:11])[CH2:5][CH:6]1[CH2:8][CH2:7]1.O.O.[OH-].[Li+].Cl>C1COCC1>[CH:6]1([CH2:5][C@H:4]([NH:9][C:10]([C:12]2[CH:17]=[CH:16][C:15]([CH:18]3[CH2:20][CH2:19]3)=[C:14]([O:21][CH2:22][CH:23]3[CH2:25][CH2:24]3)[N:13]=2)=[O:11])[C:3]([OH:26])=[O:2])[CH2:7][CH2:8]1 |f:2.3.4|. Procedure: (S)-3-Cyclopropyl-2-[(5-cyclopropyl-6-cyclopropylmethoxy-pyridine-2-carbonyl)-amino]-propionic acid methyl ester (Example 258, 42 mg, 117 μmol) was dissolved in THF (2 mL). After addition of water (0.66 mL) and lithium hydroxide monohydrate (14.8 mg, 352 μmol) the mixture was heated and stirred for 3 hours at reflux temperature. The mixture was cooled to room temperature, water (7 mL) was added and the mixture was acidified with 1 N HCl. The mixture was then extracted with ethyl acetate (14 and ... Starting materials: C1(=CC=CC=C1)C1=NOC(=C1)CO (3-phenyl-5-hydroxymethylisoxazole), [O-][Si](=O)[O-].[Mg+2] (Florisil), [Cr](=O)(=O)([O-])Cl.[NH+]1=CC=CC=C1 (pyridinium chlorochromate). The solvent is ClCCl (dichloromethane). As a reaction SMILES: [C:1]1([C:7]2[CH:11]=[C:10]([CH2:12][OH:13])[O:9][N:8]=2)[CH:6]=[CH:5][CH:4]=[CH:3][CH:2]=1.[O-][Si]([O-])=O.[Mg+2].[Cr](Cl)([O-])(=O)=O.[NH+]1C=CC=CC=1>ClCCl>[C:1]1([C:7]2[CH:11]=[C:10]([CH:12]=[O:13])[O:9][N:8]=2)[CH:2]=[CH:3][CH:4]=[CH:5][CH:6]=1 |f:1.2,3.4|. Product: C1(=CC=CC=C1)C1=NOC(=C1)C=O (3-Phenylisoxazole-5-aldehyde). Procedure: Dissolved in 500 ml of dichloromethane were 29 g (165.7 mmol) of 3-phenyl-5-hydroxymethylisoxazole prepared in Example 28 and 80 g of "Florisil" (trade mark), followed by the addition of 74 g (342.6 mmol) of pyridinium chlorochromate. They were reacted for 7 hours at room temperature. After an insoluble material was filtered off, the filtrate was added into water and then extracted with dichloromethane. After the solvent was distilled off, the residue was purified by silica gel chromatography (e...